From a dataset of the Open Reaction Database (ORD), a public repository of structured organic reaction records. describe an organic reaction: reactants, conditions, products, and yield Starting materials: BrB(Br)Br, ClC(Cl)Cl, COc1ncccc1Oc1cc(-n2c(=O)cc(C(F)(F)F)n(C)c2=O)c(F)cc1Cl. Product: Cn1c(C(F)(F)F)cc(=O)n(-c2cc(Oc3ccc[nH]c3=O)c(Cl)cc2F)c1=O. RXN SMILES: [B:31]([Br:32])([Br:33])[Br:34].[CH:35]([Cl:36])([Cl:37])[Cl:38].[Cl:1][c:2]1[c:3]([O:4][c:5]2[c:6]([O:11][CH3:12])[n:7][cH:8][cH:9][cH:10]2)[cH:13][c:14](-[n:18]2[c:19](=[O:30])[n:20]([CH3:29])[c:21]([C:25]([F:26])([F:27])[F:28])[cH:22][c:23]2=[O:24])[c:15]([F:17])[cH:16]1>>[Cl:1][c:2]1[c:3]([O:4][c:5]2[c:6](=[O:11])[nH:7][cH:8][cH:9][cH:10]2)[cH:13][c:14](-[n:18]2[c:19](=[O:30])[n:20]([CH3:29])[c:21]([C:25]([F:26])([F:27])[F:28])[cH:22][c:23]2=[O:24])[c:15]([F:17])[cH:16]1. The reactants are N[C@@H]1[C@H](CCC1)NC(OC(C)(C)C)=O (tert-butyl N-[(1S,2S)-2-aminocyclopentyl]carbamate), ClC=1C(=NC=C(C1)C(F)(F)F)F (3-chloro-2-fluoro-5-(trifluoromethyl)pyridine), CCN(C(C)C)C(C)C (DIPEA). Solvent: CS(=O)C (DMSO). Yields the product ethyl acetate petrol, ClC=1C(=NC=C(C1)C(F)(F)F)N[C@@H]1[C@H](CCC1)NC(OC(C)(C)C)=O (tert-Butyl N-[(1S,2S)-2-{[3-chloro-5-(trifluoromethyl)pyridin-2-yl]amino}cyclopentyl]carbamate). Isolated yield 0.0%. Reaction SMILES: [NH2:1][C@H:2]1[CH2:6][CH2:5][CH2:4][C@@H:3]1[NH:7][C:8](=[O:14])[O:9][C:10]([CH3:13])([CH3:12])[CH3:11].[Cl:15][C:16]1[C:17](F)=[N:18][CH:19]=[C:20]([C:22]([F:25])([F:24])[F:23])[CH:21]=1.CCN(C(C)C)C(C)C>CS(C)=O>[Cl:15][C:16]1[C:17]([NH:1][C@H:2]2[CH2:6][CH2:5][CH2:4][C@@H:3]2[NH:7][C:8](=[O:14])[O:9][C:10]([CH3:11])([CH3:13])[CH3:12])=[N:18][CH:19]=[C:20]([C:22]([F:24])([F:23])[F:25])[CH:21]=1. Reported procedure: A solution of tert-butyl N-[(1S,2S)-2-aminocyclopentyl]carbamate (CAS number 586961-34-4; 2 g, 9.99 mmol), 3-chloro-2-fluoro-5-(trifluoromethyl)pyridine (CAS number 72537-17-8; 1.44 ml, 10.98 mmol), DIPEA (1.744 ml, 9.99 mmol) in DMSO (35 ml) was heated at 140° C. for 5 hours. The reaction was partitioned between ethyl acetate and water. The phases were separated and the aqueous layer was re-extracted with ethyl acetate (2×50 ml). The combined organics were washed with brine (50 ml), filtered th... Starting materials: O=C(Cl)CCl, Cl, CCC(Cc1c(I)cc(I)c(N)c1I)C(=O)O, [Na+], [OH-], O. Yields the product CCC(Cc1c(I)cc(I)c(NC(=O)CCl)c1I)C(=O)O. RXN SMILES: [Cl:18][CH2:19][C:20](=[O:21])[Cl:22].[ClH:25].[NH2:1][c:2]1[c:3]([I:17])[c:4]([CH2:10][CH:11]([C:12](=[O:13])[OH:14])[CH2:15][CH3:16])[c:5]([I:9])[cH:6][c:7]1[I:8].[Na+:24].[OH-:23].[OH2:26]>>[NH:1]([c:2]1[c:3]([I:17])[c:4]([CH2:10][CH:11]([C:12](=[O:13])[OH:14])[CH2:15][CH3:16])[c:5]([I:9])[cH:6][c:7]1[I:8])[C:20]([CH2:19][Cl:18])=[O:21]. Starting materials: COc1ccc(C(N)c2ccccc2)cc1, CC12CCC(=O)NC1=CCC1C2CCC2(C)C(C(=O)O)CCC12. Product: COc1ccc(C(NC(=O)C2CCC3C4CC=C5NC(=O)CCC5(C)C4CCC23C)c2ccccc2)cc1. As a reaction SMILES: [CH3:24][O:25][c:26]1[cH:27][cH:28][c:29]([CH:32]([c:33]2[cH:34][cH:35][cH:36][cH:37][cH:38]2)[NH2:39])[cH:30][cH:31]1.[O:1]=[C:2]1[NH:3][C:4]2=[CH:5][CH2:6][CH:7]3[CH:8]4[CH2:9][CH2:10][CH:11]([C:21](=[O:22])[OH:23])[C:12]4([CH3:13])[CH2:14][CH2:15][CH:16]3[C:17]2([CH3:20])[CH2:18][CH2:19]1>>[O:1]=[C:2]1[NH:3][C:4]2=[CH:5][CH2:6][CH:7]3[CH:8]4[CH2:9][CH2:10][CH:11]([C:21](=[O:23])[NH:39][CH:32]([c:29]5[cH:28][cH:27][c:26]([O:25][CH3:24])[cH:31][cH:30]5)[c:33]5[cH:34][cH:35][cH:36][cH:37][cH:38]5)[C:12]4([CH3:13])[CH2:14][CH2:15][CH:16]3[C:17]2([CH3:20])[CH2:18][CH2:19]1.